From a dataset of the Open Reaction Database (ORD), a public repository of structured organic reaction records. describe an organic reaction: reactants, conditions, products, and yield Reactants: hydrochloride salt, C(Cl)Cl (DCM), C(C)(C)(C)OC(N[C@@H]1C(N(C2=CC=C(C=C2C1)S(=O)(=O)C1=CC=CC=C1)O)=O)=O (tert-Butyl[(3S)-1-hydroxy-2-oxo-6-(phenylsulfonyl)-1,2,3,4-tetrahydroquinolin-3-yl]carbamate), N[C@@H]1C(N(C2=NC=C(C=C2C1)OC1=CC=CC=C1)O)=O ((3S)-3-amino-1-hydroxy-6-phenoxy-3,4-dihydro-1,8-naphthyridin-2(1H)-one), product. The product is N[C@@H]1CN(C2=CC=C(C=C2C1)S(=O)(=O)C1=CC=CC=C1)O ((3S)-3-Amino-1-hydroxy-6-(phenylsulfonyl)-3,4-dihydroquinolin), Cl.N[C@@H]1C(N(C2=CC=C(C=C2C1)S(=O)(=O)C1=CC=CC=C1)O)=O ((3S)-3-amino-1-hydroxy-6-(phenylsulfonyl)-3,4-dihydroquinolin-2(1H)-one, hydrochloride salt). RXN SMILES: C(OC(=O)[NH:7][C@H:8]1[CH2:17][C:16]2[C:11](=[CH:12][CH:13]=[C:14]([S:18]([C:21]3[CH:26]=[CH:25][CH:24]=[CH:23][CH:22]=3)(=[O:20])=[O:19])[CH:15]=2)[N:10]([OH:27])[C:9]1=[O:28])(C)(C)C.N[C@H]1CC2C(=NC=C(OC3C=CC=CC=3)C=2)N(O)C1=O.C(Cl)[Cl:51]>>[NH2:7][C@H:8]1[CH2:17][C:16]2[C:11](=[CH:12][CH:13]=[C:14]([S:18]([C:21]3[CH:26]=[CH:25][CH:24]=[CH:23][CH:22]=3)(=[O:20])=[O:19])[CH:15]=2)[N:10]([OH:27])[CH2:9]1.[ClH:51].[NH2:7][C@H:8]1[CH2:17][C:16]2[C:11](=[CH:12][CH:13]=[C:14]([S:18]([C:21]3[CH:26]=[CH:25][CH:24]=[CH:23][CH:22]=3)(=[O:19])=[O:20])[CH:15]=2)[N:10]([OH:27])[C:9]1=[O:28] |f:4.5|. Procedure details: (3S)-3-Amino-1-hydroxy-6-(phenylsulfonyl)-3,4-dihydroquinolin-2(1H-one, hydrochloride salt (72) Compound 72 was prepared from tert-butyl [(3S)-1-hydroxy-2-oxo-6-(phenylsulfonyl)-1,2,3,4-tetrahydroquinolin-3-yl]carbamate (71) according to the general procedure for the synthesis of (3S)-3-amino-1-hydroxy-6-phenoxy-3,4-dihydro-1,8-naphthyridin-2(1H)-one (67) in Example 66, except that the neutral product (15 mg, 34%) was converted to its hydrochloride salt by dissolution in DCM and treatment with 2... Reactants: BrC1=C(C=C(C(=C1)Cl)F)OC (2-Bromo-4-chloro-5-fluoroanisole), C(CCC)[Li] (n-butyl lithium), Cl (HCl), C(C)(C)OB(OC(C)C)C(C)C (Triisopropyl boronic acid). The solvent is C1(=CC=CC=C1)C (toluene), O1CCCC1 (tetrahydrofuran), CCCCCC (hexane), O (water), C(C)(=O)OCC (ethyl acetate). Reaction conditions: temperature -40 celsius, time 30 minute. The product is ClC=1C(=CC(=C(C1)B(O)O)OC)F (5-Chloro-4-fluoro-2-methoxyphenylboronic acid). Isolated yield 88.6%. Reaction SMILES: Br[C:2]1[CH:7]=[C:6]([Cl:8])[C:5]([F:9])=[CH:4][C:3]=1[O:10][CH3:11].C([Li])CCC.C([O:20][B:21](C(C)C)[O:22]C(C)C)(C)C.Cl>C1(C)C=CC=CC=1.O1CCCC1.CCCCCC.O.C(OCC)(=O)C>[Cl:8][C:6]1[C:5]([F:9])=[CH:4][C:3]([O:10][CH3:11])=[C:2]([B:21]([OH:22])[OH:20])[CH:7]=1. Reported procedure: 2-Bromo-4-chloro-5-fluoroanisole (Reference Compound No. 16-1, 239 mg, 1.00 mmol) was dissolved in mixed solvent of anhydrous toluene (2 mL) and anhydrous tetrahydrofuran (0.5 mL), 1.6M hexane solution of n-butyl lithium (750 μL, 1.20 mmol) was added thereto at −40° C., and then the reaction mixture was stirred at the same temperature for 30 minutes. Triisopropyl boronic acid (277 μL, 1.20 mmol) was added dropwise to the reaction mixture, warmed to −20° C. over 10 minutes, and then 2N aqueous HC... Starting materials: N[C@H](CS)C(=O)N[C@@H](CC1CCCCC1)C(=O)NCC(=O)NCC(=O)N[C@@H](CCCNC(N)=N)C(=O)N[C@@H]([C@@H](C)CC)C(=O)N[C@@H](CC(O)=O)C(=O)N[C@@H](CCCNC(N)=N)C(=O)N[C@@H]([C@@H](C)CC)C(=O)NCC(=O)N (D-Cys-Cha-Gly-Gly-Arg-Ile-Asp-Arg-Ile-GlyNH2), N[C@@H](C(C)(C)S)C(=O)N[C@@H](CC1CCCCC1)C(=O)NCC(=O)NCC(=O)N[C@@H](CCCNC(N)=N)C(=O)N[C@@H]([C@@H](C)CC)C(=O)N[C@@H](CC(O)=O)C(=O)N[C@@H](CCCNC(N)=N)C(=O)N[C@@H]([C@@H](C)CC)C(=O)NCC(=O)N (L-Pen-Cha-Gly-Gly-Arg-Ile-Asp-Arg-Ile-GlyNH2), N[C@@H](CS)C(=O)N[C@@H](CC1CCCCC1)C(=O)NCC(=O)NCC(=O)N[C@@H](CCCNC(N)=N)C(=O)N[C@@H]([C@@H](C)CC)C(=O)N[C@@H](CC(O)=O)C(=O)N[C@@H](CCCNC(N)=N)C(=O)N[C@@H]([C@@H](C)CC)C(=O)N (Cys-Cha-Gly-Gly-Arg-Ile-Asp-Arg-IleNH2). The product is N[C@@H](CS)C(=O)N[C@@H](CC1CCCCC1)C(=O)NCC(=O)NCC(=O)N[C@@H](CCCNC(N)=N)C(=O)N[C@@H]([C@@H](C)CC)C(=O)N[C@@H](CC(O)=O)C(=O)N[C@@H](CCCNC(N)=N)C(=O)N[C@@H]([C@@H](C)CC)C(=O)NCC(=O)N (Cys-Cha-Gly-Gly-Arg-Ile-Asp-Arg-Ile-GlyNH2). RXN SMILES: [NH2:1][C@@H:2]([C:5]([NH:7][C@H:8]([C:16]([NH:18][CH2:19][C:20]([NH:22][CH2:23][C:24]([NH:26][C@H:27]([C:35]([NH:37][C@H:38]([C:43]([NH:45][C@H:46]([C:51]([NH:53][C@H:54]([C:62]([NH:64][C@H:65]([C:70]([NH:72][CH2:73][C:74]([NH2:76])=[O:75])=[O:71])[C@H:66]([CH2:68][CH3:69])[CH3:67])=[O:63])[CH2:55][CH2:56][CH2:57][NH:58][C:59](=[NH:61])[NH2:60])=[O:52])[CH2:47][C:48](=[O:50])[OH:49])=[O:44])[C@H:39]([CH2:41][CH3:42])[CH3:40])=[O:36])[CH2:28][CH2:29][CH2:30][NH:31][C:32](=[NH:34])[NH2:33])=[O:25])=[O:21])=[O:17])[CH2:9][CH:10]1[CH2:15][CH2:14][CH2:13][CH2:12][CH2:11]1)=[O:6])[CH2:3][SH:4].N[C@H](C(N[C@H](C(NCC(NCC(N[C@H](C(N[C@H](C(N[C@H](C(N[C@H](C(N[C@H](C(NCC(N)=O)=O)[C@H](CC)C)=O)CCCNC(=N)N)=O)CC(=O)O)=O)[C@H](CC)C)=O)CCCNC(=N)N)=O)=O)=O)CC1CCCCC1)=O)C(S)(C)C.N[C@H](C(N[C@H](C(NCC(NCC(N[C@H](C(N[C@H](C(N[C@H](C(N[C@H](C(N[C@H](C(N)=O)[C@H](CC)C)=O)CCCNC(=N)N)=O)CC(=O)O)=O)[C@H](CC)C)=O)CCCNC(=N)N)=O)=O)=O)CC1CCCCC1)=O)CS>>[NH2:1][C@H:2]([C:5]([NH:7][C@H:8]([C:16]([NH:18][CH2:19][C:20]([NH:22][CH2:23][C:24]([NH:26][C@H:27]([C:35]([NH:37][C@H:38]([C:43]([NH:45][C@H:46]([C:51]([NH:53][C@H:54]([C:62]([NH:64][C@H:65]([C:70]([NH:72][CH2:73][C:74]([NH2:76])=[O:75])=[O:71])[C@H:66]([CH2:68][CH3:69])[CH3:67])=[O:63])[CH2:55][CH2:56][CH2:57][NH:58][C:59](=[NH:60])[NH2:61])=[O:52])[CH2:47][C:48](=[O:49])[OH:50])=[O:44])[C@H:39]([CH2:41][CH3:42])[CH3:40])=[O:36])[CH2:28][CH2:29][CH2:30][NH:31][C:32](=[NH:33])[NH2:34])=[O:25])=[O:21])=[O:17])[CH2:9][CH:10]1[CH2:15][CH2:14][CH2:13][CH2:12][CH2:11]1)=[O:6])[CH2:3][SH:4]. Procedure: D-Cys-Cha-Gly-Gly-Arg-Ile-Asp-Arg-Ile-GlyNH2 ; L-Pen-Cha-Gly-Gly-Arg-Ile-Asp-Arg-Ile-GlyNH2 ; and Cys-Cha-Gly-Gly-Arg-Ile-Asp-Arg-IleNH2. The reactants are COC(=O)C1c2ccc(OC)cc2C2CCCCC2C1c1ccc(OC)cc1, CO, Cl, [Li+], C1CCOC1, [OH-]. The product is COc1ccc(C2C(C(=O)O)c3ccc(OC)cc3C3CCCCC32)cc1. Reaction SMILES: [CH3:1][O:2][C:3](=[O:4])[CH:5]1[c:6]2[cH:7][cH:8][c:9]([O:27][CH3:28])[cH:10][c:11]2[CH:12]2[CH2:13][CH2:14][CH2:15][CH2:16][CH:17]2[CH:18]1[c:19]1[cH:20][cH:21][c:22]([O:25][CH3:26])[cH:23][cH:24]1.[CH3:29][OH:30].[ClH:33].[Li+:31].[O:34]1[CH2:35][CH2:36][CH2:37][CH2:38]1.[OH-:32]>>[O:2]=[C:3]([OH:4])[CH:5]1[c:6]2[cH:7][cH:8][c:9]([O:27][CH3:28])[cH:10][c:11]2[CH:12]2[CH2:13][CH2:14][CH2:15][CH2:16][CH:17]2[CH:18]1[c:19]1[cH:20][cH:21][c:22]([O:25][CH3:26])[cH:23][cH:24]1. The reactants are C(C1=CC=CC=C1)OC1=C(C=C(C(=C1)OCC1=CC=CC=C1)C=CC1=CC(=C(C=C1)OC)OC)C=1N(C(=NN1)O)C=1C=C2C=CN(C2=CC1)C (5-{2,4-bis-benzyloxy-5-[2-(3,4-dimethoxy-phenyl)-vinyl]-phenyl}-4-(1-methyl-1H-indol-5-yl)-4H-[1,2,4]triazol-3-ol). The reagents and catalysts are [Pd] (palladium on carbon). Run in CO (methanol). Conditions: time 8 hour. The product is COC=1C=C(C=CC1OC)CCC1=C(C=C(C(=C1)C1=NN=C(N1C=1C=C2C=CN(C2=CC1)C)O)O)O (4-[2-(3,4-Dimethoxy-phenyl)-ethyl]-6-[5-hydroxy-4-(1-methyl-1H-indol-5-yl)-4H-[1,2,4]triazol-3-yl]-benzene-1,3-diol). Yield: 88.0%. Reaction SMILES: C([O:8][C:9]1[CH:14]=[C:13]([O:15]CC2C=CC=CC=2)[C:12]([CH:23]=[CH:24][C:25]2[CH:30]=[CH:29][C:28]([O:31][CH3:32])=[C:27]([O:33][CH3:34])[CH:26]=2)=[CH:11][C:10]=1[C:35]1[N:36]([C:41]2[CH:42]=[C:43]3[C:47](=[CH:48][CH:49]=2)[N:46]([CH3:50])[CH:45]=[CH:44]3)[C:37]([OH:40])=[N:38][N:39]=1)C1C=CC=CC=1>[Pd].CO>[CH3:34][O:33][C:27]1[CH:26]=[C:25]([CH2:24][CH2:23][C:12]2[CH:11]=[C:10]([C:35]3[N:36]([C:41]4[CH:42]=[C:43]5[C:47](=[CH:48][CH:49]=4)[N:46]([CH3:50])[CH:45]=[CH:44]5)[C:37]([OH:40])=[N:38][N:39]=3)[C:9]([OH:8])=[CH:14][C:13]=2[OH:15])[CH:30]=[CH:29][C:28]=1[O:31][CH3:32]. Procedure details: A flask was charged with 5-{2,4-bis-benzyloxy-5-[2-(3,4-dimethoxy-phenyl)-vinyl]-phenyl}-4-(1-methyl-1H-indol-5-yl)-4H-[1,2,4]triazol-3-ol (164 mg; 0.25 mmol), 10% palladium on carbon (50 mg); methanol (20 mL), and place under an atmosphere of hydrogen. The reaction was stirred overnight, and then filtered through celite. The solvent was removed to give 4-[2-(3,4-Dimethoxy-phenyl)-ethyl]-6-[5-hydroxy-4-(1-methyl-1H-indol-5-yl)-4H-[1,2,4]triazol-3-yl]-benzene-1,3-diol (109 mg; 0.22 mmol). As a reaction SMILES: C([NH:20][C:21]1[S:22][CH:23]=[C:24](/[C:26](=[N:50]/[O:51][CH:52]2[CH2:56][CH2:55][CH2:54][CH2:53]2)/[C:27]([NH:29][C@@H:30]2[C:48](=[O:49])[N:32]3[C:33]([C:45]([OH:47])=[O:46])=[C:34]([CH2:37][S:38][C:39]4[N:43]([NH2:44])[N:42]=[N:41][N:40]=4)[CH2:35][S:36][C@H:31]23)=[O:28])[N:25]=1)(C1C=CC=CC=1)(C1C=CC=CC=1)C1C=CC=CC=1.C(NC1SC=C(/C(=N/OC)/C(N[C@@H]2C(=O)N3C(C(O)=O)=C(CSC4N(NC(C)C)N=NN=4)CS[C@H]23)=O)N=1)(C1C=CC=CC=1)(C1C=CC=CC=1)C1C=CC=CC=1>C(O)=O>[NH2:20][C:21]1[S:22][CH:23]=[C:24](/[C:26](=[N:50]/[O:51][CH:52]2[CH2:56][CH2:55][CH2:54][CH2:53]2)/[C:27]([NH:29][C@@H:30]2[C:48](=[O:49])[N:32]3[C:33]([C:45]([OH:47])=[O:46])=[C:34]([CH2:37][S:38][C:39]4[N:43]([NH2:44])[N:42]=[N:41][N:40]=4)[CH2:35][S:36][C@H:31]23)=[O:28])[N:25]=1. Procedure: A solution of 7β-[2-(2-tritylaminothiazol-4-yl)-(Z)-2-cyclopentyloxyiminoacetamido]-3-[(1-amino-1H-tetrazol-5-yl)thiomethyl]-3-cephem-4-carboxylic acid (2.27 g, 2.8 mmol) in 80% formic acid (11 ml) was stirred at room temperature for 50 minutes and then treated in a manner similar to that described in Example 6, (d) to give pale brown powder of 7β-[2-(2-aminothiazol-4-yl)-(Z)-2-cyclopentyloxyiminoacetamido]-3-[(1-amino-1H-tetrazol-5-yl)thiomethyl]-3-cephem-4-carboxylic acid (0.53 g, 33%). The product is NC=1SC=C(N1)/C(/C(=O)N[C@H]1[C@@H]2N(C(=C(CS2)CSC2=NN=NN2N)C(=O)O)C1=O)=N/OC1CCCC1 (7β-[2-(2-aminothiazol-4-yl)-(Z)-2-cyclopentyloxyiminoacetamido]-3-[(1-amino-1H-tetrazol-5-yl)thiomethyl]-3-cephem-4-carboxylic acid). The yield is 33.4%. Starting materials: C(C1=CC=CC=C1)(C1=CC=CC=C1)(C1=CC=CC=C1)NC=1SC=C(N1)/C(/C(=O)N[C@H]1[C@@H]2N(C(=C(CS2)CSC2=NN=NN2N)C(=O)O)C1=O)=N/OC1CCCC1 (7β-[2-(2-tritylaminothiazol-4-yl)-(Z)-2-cyclopentyloxyiminoacetamido]-3-[(1-amino-1H-tetrazol-5-yl)thiomethyl]-3-cephem-4-carboxylic acid), C(C1=CC=CC=C1)(C1=CC=CC=C1)(C1=CC=CC=C1)NC=1SC=C(N1)/C(/C(=O)N[C@H]1[C@@H]2N(C(=C(CS2)CSC2=NN=NN2NC(C)C)C(=O)O)C1=O)=N/OC (7β-[2-(2-Tritylaminothiazol-4-yl)-(Z)-2-methoxyiminoacetamido]-3-[(1-isopropylamino-1H-tetrazol-5-yl)thiomethyl]-3-cephem-4-carboxylic acid). The solvent is C(=O)O (formic acid).